Dataset: the Open Reaction Database (ORD), a public repository of structured organic reaction records. Task: describe an organic reaction: reactants, conditions, products, and yield Reactants: COc1cc(C(F)(F)F)ccc1CCN, CCN(C(C)C)C(C)C, CCOC(=O)C1CCOc2cc(Oc3ccc(C(=O)O)cc3)c(Cl)cc21, O=C(Cl)C(=O)Cl, ClCCl, CN(C)C=O. The product is CCOC(=O)C1CCOc2cc(Oc3ccc(C(=O)NCCc4ccc(C(F)(F)F)cc4OC)cc3)c(Cl)cc21. Reaction SMILES: [CH3:33][O:34][c:35]1[c:36]([CH2:45][CH2:46][NH2:47])[cH:37][cH:38][c:39]([C:41]([F:42])([F:43])[F:44])[cH:40]1.[CH:48]([N:49]([CH2:50][CH3:51])[CH:52]([CH3:53])[CH3:54])([CH3:55])[CH3:56].[Cl:1][c:2]1[cH:3][c:4]2[c:9]([cH:10][c:11]1[O:12][c:13]1[cH:14][cH:15][c:16]([C:17](=[O:18])[OH:19])[cH:20][cH:21]1)[O:8][CH2:7][CH2:6][CH:5]2[C:22](=[O:23])[O:24][CH2:25][CH3:26].[Cl:27][C:28]([C:29]([Cl:30])=[O:31])=[O:32].[Cl:57][CH2:58][Cl:59].[O:60]=[CH:61][N:62]([CH3:63])[CH3:64]>>[Cl:1][c:2]1[cH:3][c:4]2[c:9]([cH:10][c:11]1[O:12][c:13]1[cH:14][cH:15][c:16]([C:17](=[O:18])[NH:47][CH2:46][CH2:45][c:36]3[c:35]([O:34][CH3:33])[cH:40][c:39]([C:41]([F:42])([F:43])[F:44])[cH:38][cH:37]3)[cH:20][cH:21]1)[O:8][CH2:7][CH2:6][CH:5]2[C:22](=[O:23])[O:24][CH2:25][CH3:26].